The task is: describe an organic reaction: reactants, conditions, products, and yield. This data is from the Open Reaction Database (ORD), a public repository of structured organic reaction records. Reactants: BrC1=CN=C(S1)N(C[C@H](CC1=CC=C(C=C1)C(F)(F)F)NC(OC(C)(C)C)=O)C(=O)OC(C)(C)C ((S)-tert-butyl 1-(N-(5-bromothiazol-2-yl)-tert-butoxylcarbonylamino)-3-(4-(trifluoromethyl)phenyl)propan-2-ylcarbamate), FC1=C(C#N)C=C(C=C1)B1OC(C(O1)(C)C)(C)C (2-fluoro-5-(4,4,5,5-tetramethyl-1,3,2-dioxaborolan-2-yl)benzonitrile), C([O-])([O-])=O.[Na+].[Na+] (sodium carbonate), O (water). Reagents/catalysts: [Pd].C1(=CC=CC=C1)P(C1=CC=CC=C1)C1=CC=CC=C1.C1(=CC=CC=C1)P(C1=CC=CC=C1)C1=CC=CC=C1.C1(=CC=CC=C1)P(C1=CC=CC=C1)C1=CC=CC=C1.C1(=CC=CC=C1)P(C1=CC=CC=C1)C1=CC=CC=C1 (tetrakis(triphenylphosphine) palladium). Solvent: O1CCOCC1 (dioxane). Reaction conditions: temperature 120 celsius. Yields the product C(#N)C=1C=C(C=CC1F)C1=CN=C(S1)NC[C@H](CC1=CC=C(C=C1)C(F)(F)F)NC(OC(C)(C)C)=O (tert-butyl (S)-1-(5-(3-cyano-4-fluorophenyl)thiazol-2-ylamino)-3-(4-(trifluoromethyl)phenyl)propan-2-ylcarbamate). RXN SMILES: Br[C:2]1[S:6][C:5]([N:7](C(OC(C)(C)C)=O)[CH2:8][C@@H:9]([NH:21][C:22](=[O:28])[O:23][C:24]([CH3:27])([CH3:26])[CH3:25])[CH2:10][C:11]2[CH:16]=[CH:15][C:14]([C:17]([F:20])([F:19])[F:18])=[CH:13][CH:12]=2)=[N:4][CH:3]=1.[F:36][C:37]1[CH:44]=[CH:43][C:42](B2OC(C)(C)C(C)(C)O2)=[CH:41][C:38]=1[C:39]#[N:40].C(=O)([O-])[O-].[Na+].[Na+].O>O1CCOCC1.[Pd].C1(P(C2C=CC=CC=2)C2C=CC=CC=2)C=CC=CC=1.C1(P(C2C=CC=CC=2)C2C=CC=CC=2)C=CC=CC=1.C1(P(C2C=CC=CC=2)C2C=CC=CC=2)C=CC=CC=1.C1(P(C2C=CC=CC=2)C2C=CC=CC=2)C=CC=CC=1>[C:39]([C:38]1[CH:41]=[C:42]([C:2]2[S:6][C:5]([NH:7][CH2:8][C@@H:9]([NH:21][C:22](=[O:28])[O:23][C:24]([CH3:26])([CH3:25])[CH3:27])[CH2:10][C:11]3[CH:12]=[CH:13][C:14]([C:17]([F:18])([F:19])[F:20])=[CH:15][CH:16]=3)=[N:4][CH:3]=2)[CH:43]=[CH:44][C:37]=1[F:36])#[N:40] |f:2.3.4,7.8.9.10.11|. Reported procedure: To a solution of (S)-tert-butyl 1-(N-(5-bromothiazol-2-yl)-tert-butoxylcarbonylamino)-3-(4-(trifluoromethyl)phenyl)propan-2-ylcarbamate (0.20 g, 0.34 mmol) in 3 mL of dioxane in a microwave safe tube, was added 2-fluoro-5-(4,4,5,5-tetramethyl-1,3,2-dioxaborolan-2-yl)benzonitrile (0.13 g, 0.52 mmol), sodium carbonate, 2 M in water (0.69 mL, 1.4 mmol), and tetrakis(triphenylphosphine) palladium (0.020 g, 0.017 mmol). The mixture was purged with nitrogen for 30 seconds and the tube was sealed. The ... Procedure details: To a reaction vessel containing dichloromethane (3.3-fold, V/W of starting material) was added 3-[1-(4-bromo-benzyl)-3-tert-butylsulfanyl-5-methoxy-1H-indol-2-yl]-2,2-dimethyl-propionic acid ethyl ester (1.0 eq) under nitrogen. 2-Methyl-2-propanethiol (7.80 eq) was added to the mixture, and the reaction was cooled to a temperature of −5-0° C. While maintaining the reaction mixture at less than 0° C., aluminum chloride (3.30 eq) was added portion-wise, and the reaction was stirred at 0-5° C. for ... Reactants: C(C)OC(C(CC=1N(C2=CC=C(C=C2C1SC(C)(C)C)OC)CC1=CC=C(C=C1)Br)(C)C)=O (3-[1-(4-bromo-benzyl)-3-tert-butylsulfanyl-5-methoxy-1H-indol-2-yl]-2,2-dimethyl-propionic acid ethyl ester), ethyl acetate hexanes, CC(C)(C)S (2-Methyl-2-propanethiol), [Cl-].[Al+3].[Cl-].[Cl-] (aluminum chloride). Run in ClCCl (dichloromethane). Conditions: temperature -2.5 celsius, time 2 hour. As a reaction SMILES: [CH2:1]([O:3][C:4](=[O:33])[C:5]([CH3:32])([CH3:31])[CH2:6][C:7]1[N:8]([CH2:23][C:24]2[CH:29]=[CH:28][C:27]([Br:30])=[CH:26][CH:25]=2)[C:9]2[C:14]([C:15]=1[S:16][C:17]([CH3:20])([CH3:19])[CH3:18])=[CH:13][C:12]([O:21]C)=[CH:11][CH:10]=2)[CH3:2].CC(S)(C)C.[Cl-].[Al+3].[Cl-].[Cl-]>ClCCl>[CH2:1]([O:3][C:4](=[O:33])[C:5]([CH3:32])([CH3:31])[CH2:6][C:7]1[N:8]([CH2:23][C:24]2[CH:25]=[CH:26][C:27]([Br:30])=[CH:28][CH:29]=2)[C:9]2[C:14]([C:15]=1[S:16][C:17]([CH3:20])([CH3:19])[CH3:18])=[CH:13][C:12]([OH:21])=[CH:11][CH:10]=2)[CH3:2] |f:2.3.4.5|. The product is C(C)OC(C(CC=1N(C2=CC=C(C=C2C1SC(C)(C)C)O)CC1=CC=C(C=C1)Br)(C)C)=O (3-[1-(4-Bromo-benzyl)-3-tert-butylsulfanyl-5-hydroxy-1H-indol-2-yl]-2,2-dimethyl-propionic acid ethyl ester). Reactants: C(C)(C)(C)C1=CC2=C(CC3(CCCCCC3)O2)C=C1O (6-t-butyl-5-hydroxy-2,3-dihydrobenzofuran-2-spiro-1′-cycloheptane), [H-].[Na+] (sodium hydride), [Cl-].[NH4+] (ammonium chloride), C(C=C)Br (allyl bromide). The solvent is CN(C=O)C (dimethylformamide), CN(C=O)C (dimethylformamide). Conditions: time 30 minute. Yields the product C(C)(C)(C)C1=CC2=C(CC3(CCCCCC3)O2)C=C1OCC=C (6-t-butyl-5-(2-propenyloxy)-2,3-dihydrobenzofuran-2-spiro-1′-cycloheptane). The yield is 90.0%. RXN SMILES: [C:1]([C:5]1[C:19]([OH:20])=[CH:18][C:8]2[CH2:9][C:10]3([O:17][C:7]=2[CH:6]=1)[CH2:16][CH2:15][CH2:14][CH2:13][CH2:12][CH2:11]3)([CH3:4])([CH3:3])[CH3:2].[H-].[Na+].[CH2:23](Br)[CH:24]=[CH2:25].[Cl-].[NH4+]>CN(C)C=O>[C:1]([C:5]1[C:19]([O:20][CH2:25][CH:24]=[CH2:23])=[CH:18][C:8]2[CH2:9][C:10]3([O:17][C:7]=2[CH:6]=1)[CH2:16][CH2:15][CH2:14][CH2:13][CH2:12][CH2:11]3)([CH3:4])([CH3:2])[CH3:3] |f:1.2,4.5|. Reported procedure: Under a nitrogen stream, a solution of 0.76 g of 6-t-butyl-5-hydroxy-2,3-dihydrobenzofuran-2-spiro-1′-cycloheptane synthesized in Example 7 in 6 ml of dimethylformamide was added dropwise to a suspension of 0.13 g of oily sodium hydride in 6 ml of dimethylformamide at 0° C. After stirring for 30 minutes, 0.28 ml of allyl bromide was added dropwise and the mixture was stirred overnight and allowed to attain room temperature. The reaction mixture was poured into a saturated aqueous ammonium chlori...